This data is from the Open Reaction Database (ORD), a public repository of structured organic reaction records. The task is: describe an organic reaction: reactants, conditions, products, and yield Reactants: ClC1=CC=C(C=C1)O (4-chlorophenol), ClS(=O)(=O)N=C=O (chlorosulfonylisocyanate), O (water), C(=O)=O (carbon dioxide). Solvent: C1(=CC=CC=C1)C (toluene). Conditions: temperature 100 celsius. Yields the product ClC1=CC=C(C=C1)OS(N)(=O)=O (Sulfamic acid 4-chlorophenyl ester). The yield is 10.1%. Reaction SMILES: [Cl:1][C:2]1[CH:7]=[CH:6][C:5]([OH:8])=[CH:4][CH:3]=1.Cl[S:10]([N:13]=C=O)(=[O:12])=[O:11].O.C(=O)=O>C1(C)C=CC=CC=1>[Cl:1][C:2]1[CH:7]=[CH:6][C:5]([O:8][S:10](=[O:12])(=[O:11])[NH2:13])=[CH:4][CH:3]=1. Procedure: In one portion, 96 g (0.75 mole) of 4-chlorophenol was added to a stirred solution of 67.5 ml (0.75 mole) of chlorosulfonylisocyanate in 400 ml of toluene. The solution was heated at 100° C. for 16 hr and the solution chilled with an ice-acetone bath and water added dropwise until evolution of carbon dioxide ceased. The tan solid which precipitated from solution was collected and dried for 16 hr to yield 133.4 g. A 25 g portion was recrystallized from 100 ml of toluene to give 15.8 g of white so...